From a dataset of the Open Reaction Database (ORD), a public repository of structured organic reaction records. describe an organic reaction: reactants, conditions, products, and yield Starting materials: CC1=NC(=CC=C1)C#CC=C1CCNCC1 (2-Methyl-6-(3-piperidin-4-ylideneprop-1-ynyl)pyridine), BrC=1C=CC(=NC1)C#N (5-bromo-2-cyanopyridine), C([O-])([O-])=O.[Cs+].[Cs+] (cesium carbonate), [Cl-].C(C)(C)C1=C(C(=CC=C1)C(C)C)[N+]1=CN(C=C1)C1=C(C=CC=C1C(C)C)C(C)C (1,3-bis(2,6-diisopropylphenyl)imidazolium chloride). Reagents/catalysts: C(C)(=O)[O-].[Pd+2].C(C)(=O)[O-] (palladium(II)acetate). Run at temperature 110 celsius. Product: CC1=CC=CC(=N1)C#CC=C1CCN(CC1)C=1C=CC(=NC1)C#N (5-{4-[3-(6-Methylpyridin-2-yl)prop-2-yn-1-ylidene]piperidin-1-yl}pyridine-2-carbonitrile). Isolated yield 10.3%. RXN SMILES: [CH3:1][C:2]1[CH:7]=[CH:6][CH:5]=[C:4]([C:8]#[C:9][CH:10]=[C:11]2[CH2:16][CH2:15][NH:14][CH2:13][CH2:12]2)[N:3]=1.Br[C:18]1[CH:19]=[CH:20][C:21]([C:24]#[N:25])=[N:22][CH:23]=1.C(=O)([O-])[O-].[Cs+].[Cs+].[Cl-].C(C1C=CC=C(C(C)C)C=1[N+]1C=CN(C2C(C(C)C)=CC=CC=2C(C)C)C=1)(C)C>C([O-])(=O)C.[Pd+2].C([O-])(=O)C>[CH3:1][C:2]1[N:3]=[C:4]([C:8]#[C:9][CH:10]=[C:11]2[CH2:12][CH2:13][N:14]([C:18]3[CH:19]=[CH:20][C:21]([C:24]#[N:25])=[N:22][CH:23]=3)[CH2:15][CH2:16]2)[CH:5]=[CH:6][CH:7]=1 |f:2.3.4,5.6,7.8.9|. Reported procedure: A mixture of the compound of Example 3 (0.102 g, 0.48 mmol), 5-bromo-2-cyanopyridine (0.073 g, 0.40 mmol), cesium carbonate (0.658 g, 2 mmol), 1,3-bis(2,6-diisopropylphenyl)imidazolium chloride (8.8 mg, 0.05 mmol), palladium(II)acetate (0.0046 mg, 0.05 mmol), in anhydrous and degassed THF (3 mL) was heated in a microwave oven at 110° C. for 15 min in a sealed vessel. The reaction mixture was cooled, poured into water and extracted with EtOAc. The combined organic layers were washed with brine, d... Procedure: The title compound was prepared by the method of Preparation 62 using (R)-1-(4-fluorophenyl)-6-[6-morpholin-4-yl-pyridine-3-sulfonyl)-1,4,5,6,7,8-hexahydro-1,2,6-triaza-cyclopenta[b]naphthalene-4a-carbaldehyde and (R)-pyrrolidin-3-ol. LCMS (Method F): 595 (M+H)+, Retention time 3.2 minutes. Yields the product FC1=CC=C(C=C1)N1N=CC2=C1C=C1CCN(C[C@]1(C2)CN2C[C@@H](CC2)O)S(=O)(=O)C=2C=NC(=CC2)N2CCOCC2 ((R)-1-[(S)-1-(4-Fluorophenyl)-6-[6-morpholin-4-yl-pyridine-3-sulfonyl)-1,4,5,6,7,8-hexahydro-1,2,6-triaza-cyclopenta[b]naphthalene-4a-ylmethyl]-pyrrolidin-3-ol). RXN SMILES: [F:1][C:2]1[CH:7]=[CH:6][C:5]([N:8]2[C:12]3[CH:13]=[C:14]4[C@:19]([CH:21]=O)([CH2:20][C:11]=3[CH:10]=[N:9]2)[CH2:18][N:17]([S:23]([C:26]2[CH:27]=[N:28][C:29]([N:32]3[CH2:37][CH2:36][O:35][CH2:34][CH2:33]3)=[CH:30][CH:31]=2)(=[O:25])=[O:24])[CH2:16][CH2:15]4)=[CH:4][CH:3]=1.[NH:38]1[CH2:42][CH2:41][C@@H:40]([OH:43])[CH2:39]1>>[F:1][C:2]1[CH:7]=[CH:6][C:5]([N:8]2[C:12]3[CH:13]=[C:14]4[C@:19]([CH2:21][N:38]5[CH2:42][CH2:41][C@@H:40]([OH:43])[CH2:39]5)([CH2:20][C:11]=3[CH:10]=[N:9]2)[CH2:18][N:17]([S:23]([C:26]2[CH:27]=[N:28][C:29]([N:32]3[CH2:37][CH2:36][O:35][CH2:34][CH2:33]3)=[CH:30][CH:31]=2)(=[O:24])=[O:25])[CH2:16][CH2:15]4)=[CH:4][CH:3]=1. The reactants are FC1=CC=C(C=C1)N1N=CC2=C1C=C1CCN(C[C@]1(C2)C=O)S(=O)(=O)C=2C=NC(=CC2)N2CCOCC2 ((R)-1-(4-fluorophenyl)-6-[6-morpholin-4-yl-pyridine-3-sulfonyl)-1,4,5,6,7,8-hexahydro-1,2,6-triaza-cyclopenta[b]naphthalene-4a-carbaldehyde), N1C[C@@H](CC1)O ((R)-pyrrolidin-3-ol). The reactants are S1C(=CC=C1)CC(=O)Cl (2-(2-thienyl)-acetic acid chloride), S1C2=C(CC1=O)C=CC=C2 (benzo[b]thiophene-2(3H)-one), CCCCCC (n-hexane), [H-].[Na+] (sodium hydride). Run in O=P(N(C)C)(N(C)C)N(C)C (hexametapol). Product: OC1=C(C2=C(S1)C=CC=C2)C(CC=2SC=CC2)=O (2-hydroxy-3-[2-(2-thienyl)-acetyl]-benzo[b]thiophene). Reaction SMILES: [S:1]1[C:5](=[O:6])[CH2:4][C:3]2[CH:7]=[CH:8][CH:9]=[CH:10][C:2]1=2.[H-].[Na+].CCCCCC.[S:19]1[CH:23]=[CH:22][CH:21]=[C:20]1[CH2:24][C:25](Cl)=[O:26]>O=P(N(C)C)(N(C)C)N(C)C>[OH:6][C:5]1[S:1][C:2]2[CH:10]=[CH:9][CH:8]=[CH:7][C:3]=2[C:4]=1[C:25](=[O:26])[CH2:24][C:20]1[S:19][CH:23]=[CH:22][CH:21]=1 |f:1.2|. Procedure: In a sulfonating flask under a nitrogen atmosphere, 15 g of benzo[b]thiophene-2(3H)-one (100 mmol) are dissolved in 150 ml of distilled hexametapol. The light-yellow solution is cooled to 5°. 8.9 g of a sodium hydride suspension (55%) that has been de-oiled with n-hexane are then added in portions while stirring. The resulting suspension is stirred for 15 minutes at 20°, during which time the evolution of gas is observed. The suspension is then cooled to -10°and 17.65 g of 2-(2-thienyl)-acetic a...